This data is from the Open Reaction Database (ORD), a public repository of structured organic reaction records. The task is: describe an organic reaction: reactants, conditions, products, and yield Reactants: [OH-].[Na+] (NaOH), ClC1=C(C=C(C=C1)NC(C1=CC=C(C=C1)C(NO)=N)=O)C1=NC=CC=C1 (N-(4-chloro-3-(pyridin-2-yl)phenyl)-4-(N-hydroxycarbamimidoyl)benzamide), COS(=O)(=O)OC (dimethylsulfate). The solvent is O1CCOCC1 (Dioxane). Conditions: time 1 hour. Product: ClC1=C(C=C(C=C1)NC(C1=CC=C(C=C1)C(NOC)=N)=O)C1=NC=CC=C1 (N-(4-chloro-3-(pyridin-2-yl)phenyl)-4-(N-methoxycarbamimidoyl)benzamide). As a reaction SMILES: [Cl:1][C:2]1[CH:7]=[CH:6][C:5]([NH:8][C:9](=[O:20])[C:10]2[CH:15]=[CH:14][C:13]([C:16](=[NH:19])[NH:17][OH:18])=[CH:12][CH:11]=2)=[CH:4][C:3]=1[C:21]1[CH:26]=[CH:25][CH:24]=[CH:23][N:22]=1.[OH-].[Na+].[CH3:29]OS(OC)(=O)=O>O1CCOCC1>[Cl:1][C:2]1[CH:7]=[CH:6][C:5]([NH:8][C:9](=[O:20])[C:10]2[CH:11]=[CH:12][C:13]([C:16](=[NH:19])[NH:17][O:18][CH3:29])=[CH:14][CH:15]=2)=[CH:4][C:3]=1[C:21]1[CH:26]=[CH:25][CH:24]=[CH:23][N:22]=1 |f:1.2|. Procedure details: 100 mg of N-(4-chloro-3-(pyridin-2-yl)phenyl)-4-(N-hydroxycarbamimidoyl)benzamide was cooled to 0° C. in 1.5 mL of Dioxane. 5 mL of 2N NaOH was slowly added followed by dropwise addition of 33 μL of dimethylsulfate. The ice bath was removed and reaction was stirred at room temperature for 1 hour. The reaction was subsequently evaporated and extracted with water twice in Ethyl Acetate, dried with Magnesium Sulfate, filtered and concentrated to yield pure N-(4-chloro-3-(pyridin-2-yl)phenyl)-4-(N-m... Starting materials: [Cl-].O[NH3+] (hydroxylammonium chloride), C(O)([O-])=O.[Na+] (sodium hydrogen carbonate), CS(=O)C (dimethyl sulfoxide), N1(CCOCC1)C1CCC(CC1)N1C=2N(C(=C(C1=O)CC1=CC=C(C=C1)C=1C(=CC=CC1)C#N)CCC)N=CN2 (4′-{[4-(4-morpholin-4-ylcyclohexyl)-5-oxo-7-propyl-4,5-dihydro[1,2,4]triazolo[1,5-a]pyrimidin-6-yl]methyl}biphenyl-2-carbonitrile). Run in C(C)(=O)OCC (ethyl acetate). Run at temperature 40 celsius, time 30 minute. The product is N1(CCOCC1)C1CCC(CC1)N1C=2N(C(=C(C1=O)CC1=CC=C(C=C1)C1=C(C=CC=C1)C1=NOC(N1)=O)CCC)N=CN2 (4-(4-morpholin-4-ylcyclohexyl)-6-{[2′-(5-oxo-4,5-dihydro-1,2,4-oxadiazol-3-yl)biphenyl-4-yl]methyl}-7-propyl[1,2,4]triazolo[1,5-a]pyrimidin-5(4H)-one). The yield is 18.8%. Reaction SMILES: [Cl-].O[NH3+:3].[C:4](=[O:7])([O-])[OH:5].[Na+].CS(C)=O.[N:13]1([CH:19]2[CH2:24][CH2:23][CH:22]([N:25]3[C:30](=[O:31])[C:29]([CH2:32][C:33]4[CH:38]=[CH:37][C:36]([C:39]5[C:40]([C:45]#[N:46])=[CH:41][CH:42]=[CH:43][CH:44]=5)=[CH:35][CH:34]=4)=[C:28]([CH2:47][CH2:48][CH3:49])[N:27]4[N:50]=[CH:51][N:52]=[C:26]34)[CH2:21][CH2:20]2)[CH2:18][CH2:17][O:16][CH2:15][CH2:14]1>C(OCC)(=O)C>[N:13]1([CH:19]2[CH2:24][CH2:23][CH:22]([N:25]3[C:30](=[O:31])[C:29]([CH2:32][C:33]4[CH:38]=[CH:37][C:36]([C:39]5[CH:44]=[CH:43][CH:42]=[CH:41][C:40]=5[C:45]5[NH:3][C:4](=[O:7])[O:5][N:46]=5)=[CH:35][CH:34]=4)=[C:28]([CH2:47][CH2:48][CH3:49])[N:27]4[N:50]=[CH:51][N:52]=[C:26]34)[CH2:21][CH2:20]2)[CH2:18][CH2:17][O:16][CH2:15][CH2:14]1 |f:0.1,2.3|. Procedure: A mixture of hydroxylammonium chloride (0.23 g), sodium hydrogen carbonate (0.38 g) and dimethyl sulfoxide (10 mL) was stirred at 40° C. for 30 min, 4′-{[4-(4-morpholin-4-ylcyclohexyl)-5-oxo-7-propyl-4,5-dihydro[1,2,4]triazolo[1,5-a]pyrimidin-6-yl]methyl}biphenyl-2-carbonitrile (0.12 g) was added, and the mixture was stirred at 90° C. for 16 hr. The reaction mixture was diluted with ethyl acetate, washed with water and then with saturated brine, and dried over anhydrous magnesium sulfate. The so...